Task: describe an organic reaction: reactants, conditions, products, and yield. Dataset: the Open Reaction Database (ORD), a public repository of structured organic reaction records The reactants are C(C)N(C(=O)C=1C=NC(=NC1)C1(CCN(CC1)CC(CCC)C)C1=CC(=CC=C1)C#N)CC (2-[4-(3-cyano-phenyl)-1-(2-methyl-pentyl)-piperidin-4-yl]-pyrimidine-5-carboxylic acid diethylamide), solution, C([O-])([O-])=O.[Na+].[Na+] (sodium carbonate), solution, OO (hydrogen peroxide), O (water). Solvent: C(C)O (ethanol). Run at time 24 hour. Yields the product C(C)NCC.C(N)(=O)C=1C=C(C=CC1)C1(CCN(CC1)CC(CCC)C)C1=NC=C(C=N1)C(=O)O (2-[4-(3-Carbamoyl-phenyl)-1-(2-methyl-pentyl)-piperidin-4-yl]-pyrimidine-5-carboxylic Acid Diethylamine). Isolated yield 35.0%. As a reaction SMILES: [CH2:1]([N:3](CC)[C:4]([C:6]1[CH:7]=[N:8][C:9]([C:12]2([C:24]3[CH:29]=[CH:28][CH:27]=[C:26]([C:30]#[N:31])[CH:25]=3)[CH2:17][CH2:16][N:15]([CH2:18][CH:19]([CH3:23])[CH2:20][CH2:21][CH3:22])[CH2:14][CH2:13]2)=[N:10][CH:11]=1)=O)[CH3:2].[C:34](=[O:37])([O-])[O-:35].[Na+].[Na+].OO.[OH2:42]>C(O)C>[CH2:1]([NH:3][CH2:4][CH3:6])[CH3:2].[C:30]([C:26]1[CH:25]=[C:24]([C:12]2([C:9]3[N:8]=[CH:7][C:6]([C:34]([OH:35])=[O:37])=[CH:11][N:10]=3)[CH2:13][CH2:14][N:15]([CH2:18][CH:19]([CH3:23])[CH2:20][CH2:21][CH3:22])[CH2:16][CH2:17]2)[CH:29]=[CH:28][CH:27]=1)(=[O:42])[NH2:31] |f:1.2.3,7.8|. Reported procedure: To a stirring solution of 2-[4-(3-cyano-phenyl)-1-(2-methyl-pentyl)-piperidin-4-yl]-pyrimidine-5-carboxylic acid diethylamide (90 mg, 0.20 mmol) in 1.5 mL ethanol (EtOH) at room temperature was added a 3 N solution of sodium carbonate (Na2CO3) (0.5 mL) and a 30% solution of hydrogen peroxide (H2O2) (0.14 mL). The reaction mixture was stirred for 24 hours, diluted with 10 mL water and extracted with EtOAc (3×15 mL). The combined organic layers were dried and concentrated. The crude material was p... Starting materials: c1ccc(CN2CCNCC2)cc1, CS(C)=O, N#Cc1ccc(-c2ccc(F)cc2)[nH]c1=O. Product: N#Cc1ccc(-c2ccc(N3CCN(Cc4ccccc4)CC3)cc2)[nH]c1=O. Reaction SMILES: [CH2:17]([c:18]1[cH:19][cH:20][cH:21][cH:22][cH:23]1)[N:24]1[CH2:25][CH2:26][NH:27][CH2:28][CH2:29]1.[CH3:30][S:31](=[O:32])[CH3:33].[F:1][c:2]1[cH:3][cH:4][c:5](-[c:8]2[nH:9][c:10](=[O:16])[c:11]([C:12]#[N:13])[cH:14][cH:15]2)[cH:6][cH:7]1>>[c:2]1([N:27]2[CH2:26][CH2:25][N:24]([CH2:17][c:18]3[cH:19][cH:20][cH:21][cH:22][cH:23]3)[CH2:29][CH2:28]2)[cH:3][cH:4][c:5](-[c:8]2[nH:9][c:10](=[O:16])[c:11]([C:12]#[N:13])[cH:14][cH:15]2)[cH:6][cH:7]1. The product is C(CCCCC)OC=1C(OC2=C(C1O)C=CC=C2OCCC(=O)OCC)=O (3-hexyloxy-4-hydroxy-8-(2-ethoxycarbonylethoxy)-2H-1-benzopyran-2-one). Reaction SMILES: [CH2:1]([O:7][C:8]1[C:9](=[O:20])[O:10][C:11]2[C:18]([OH:19])=[CH:17][CH:16]=[CH:15][C:12]=2[C:13]=1[OH:14])[CH2:2][CH2:3][CH2:4][CH2:5][CH3:6].Br[CH2:22][CH2:23][C:24]([O:26][CH2:27][CH3:28])=[O:25]>>[CH2:1]([O:7][C:8]1[C:9](=[O:20])[O:10][C:11]2[C:18]([O:19][CH2:22][CH2:23][C:24]([O:26][CH2:27][CH3:28])=[O:25])=[CH:17][CH:16]=[CH:15][C:12]=2[C:13]=1[OH:14])[CH2:2][CH2:3][CH2:4][CH2:5][CH3:6]. Procedure: In the same manner as in Reference Example 3, except that an equimolar amount of 3-hexyloxy-4,8-dihydroxy-2H-1-benzopyran-2-one was used in place of 3-hexyloxy-4,5-dihydroxy-2H-1-benzopyran-2-one, and ethyl 3-bromopropionate was used in place of ethyl bromoacetate in Reference Example 3, 3-hexyloxy-4-hydroxy-8-(2-ethoxycarbonylethoxy)-2H-1-benzopyran-2-one was obtained. Reactants: C(CCCCC)OC=1C(OC2=C(C1O)C=CC=C2O)=O (3-hexyloxy-4,8-dihydroxy-2H-1-benzopyran-2-one), BrCCC(=O)OCC (ethyl 3-bromopropionate).